From a dataset of the Open Reaction Database (ORD), a public repository of structured organic reaction records. describe an organic reaction: reactants, conditions, products, and yield Starting materials: C(C1=CC=CC=C1)(C1=CC=CC=C1)(C1=CC=CC=C1)OC[C@@H]1[C@H](C[C@@H](O1)N1C(=O)NC(=O)C(=C1)F)O (2'-deoxy-5'-O-trityl-5-fluorouridine), C(C1=CC=CC=C1)Br (benzyl bromide), [OH-].[K+] (potassium hydroxide). The solvent is O1CCOCC1 (dioxane). Reaction conditions: time 1 hour. The product is C(C1=CC=CC=C1)O[C@H]1C[C@@H](O[C@@H]1CO)N1C(=O)NC(=O)C(=C1)F (2'-deoxy-3'-O-benzyl-5-fluorouridine). Yield: 72.6%. RXN SMILES: [C:1]([O:20][CH2:21][C@H:22]1[O:26][C@@H:25]([N:27]2[CH:34]=[C:33]([F:35])[C:31](=[O:32])[NH:30][C:28]2=[O:29])[CH2:24][C@@H:23]1[OH:36])([C:14]1[CH:19]=[CH:18][CH:17]=[CH:16][CH:15]=1)(C1C=CC=CC=1)C1C=CC=CC=1.C(Br)C1C=CC=CC=1.[OH-].[K+]>O1CCOCC1>[CH2:1]([O:20][C@@H:21]1[C@@H:22]([CH2:23][OH:36])[O:26][C@@H:25]([N:27]2[CH:34]=[C:33]([F:35])[C:31](=[O:32])[NH:30][C:28]2=[O:29])[CH2:24]1)[C:14]1[CH:15]=[CH:16][CH:17]=[CH:18][CH:19]=1 |f:2.3|. Procedure: In 50 ml of dioxane was dissolved 10 g of 2'-deoxy-5'-O-trityl-5-fluorouridine. To the solution were added 2.9 ml of benzyl bromide and 14.6 g of particles of potassium hydroxide. The mixture was stirred at room temperature for 1 hour. The solvent was distilled off and the residue was dissolved in 80 ml of a 80% solution of acetic acid to undergo reaction at 50° to 60° C. for 2 hours. The reaction mixture was cooled with ice for 1 hour, the trityl alcohol was separated by filtration and the moth... The reactants are CC(=O)OC(=O)C (Ac2O), N1=CC=CC=C1 (pyridine), ClC1=C(C=C(C=C1)[C@H]1[C@@H]([C@H]([C@@H]([C@H]([C@@H]1O)CO)O)O)O)CC1=CC=C(C=C1)CC ((1R,2R,3S,4R,5R,6S)-4-(4-chloro-3-(4-ethylbenzyl)phenyl)-6-(hydroxymethyl)cyclohexane-1,2,3,5-tetraol). The reagents and catalysts are CN(C)C=1C=CN=CC1 (DMAP). The solvent is C(Cl)Cl (CH2Cl2). Reaction conditions: time 8 hour. Product: C(C)(=O)OC[C@H]1[C@@H]([C@H]([C@@H]([C@H]([C@@H]1O)O)O)C1=CC(=C(C=C1)Cl)CC1=CC=C(C=C1)CC)O (((1S,2R,3R,4S,5R,6R)-3-(4-chloro-3-(4-ethylbenzyl)phenyl)-2,4,5,6-tetrahydroxycyclohexyl)methyl acetate). Yield: 50.4%. Reaction SMILES: [CH3:1][C:2]([O:4][C:5]([CH3:7])=[O:6])=O.[Cl:8][C:9]1[CH:14]=[CH:13][C:12]([C@@H:15]2[C@@H:20]([OH:21])[C@H](CO)[C@@H:18]([OH:24])[C@H:17]([OH:25])[C@H:16]2[OH:26])=[CH:11][C:10]=1[CH2:27][C:28]1[CH:33]=[CH:32][C:31]([CH2:34][CH3:35])=[CH:30][CH:29]=1.N1C=CC=CC=1>CN(C1C=CN=CC=1)C.C(Cl)Cl>[C:5]([O:4][CH2:2][C@@H:1]1[C@@H:18]([OH:24])[C@H:17]([OH:25])[C@@H:16]([OH:26])[C@H:15]([C:12]2[CH:13]=[CH:14][C:9]([Cl:8])=[C:10]([CH2:27][C:28]3[CH:29]=[CH:30][C:31]([CH2:34][CH3:35])=[CH:32][CH:33]=3)[CH:11]=2)[C@H:20]1[OH:21])(=[O:6])[CH3:7]. Reported procedure: Ac2O (377 mg, 1.5 eq) was added dropwised into the solution of (1R,2R,3S,4R,5R,6S)-4-(4-chloro-3-(4-ethylbenzyl)phenyl)-6-(hydroxymethyl)cyclohexane-1,2,3,5-tetraol (5, R=Et, 1 g, 2.46 mmol) and DMAP (cat.) in CH2Cl2 (10 mL) at 0° C. followed by pyridine (292 mg, 1.5 eq), and the mixture was stirred overnight at rt. The reaction mixture was washed with 3N HCl, and the organic layer was combined, dried over Na2SO4, filtered, and the filtrate was evaporated to dryness. The residue was purified by ... Product: ClC1=C(C(=NC=C1)OCC)NC(OC(C)(C)C)=O (t-Butyl N-(4-Chloro-2-ethoxy-3-pyridinyl)carbamate). Procedure details: To a solution of 15 g (63 mmol) of t-butyl N-(2-ethoxy-3-pyridinyl)carbamate in 175 mL of dry tetrahydrofuran was added with stirring at -60° C., 78 mL (132 mmol) of 1.7M t-butyl lithium in pentane. The resulting solution was allowed to warm to -10° C. over a 30 min. period and was then cooled to -60° C. A 22.3 g (94 mmol) amount of hexachloroethane was added all at once with stirring and the mixture are allowed to warm to ambient temperature. It was then diluted with 600 mL of ether and the res... Reaction SMILES: [CH2:1]([O:3][C:4]1[C:9]([NH:10][C:11](=[O:17])[O:12][C:13]([CH3:16])([CH3:15])[CH3:14])=[CH:8][CH:7]=[CH:6][N:5]=1)[CH3:2].C([Li])(C)(C)C.[Cl:23]C(Cl)(Cl)C(Cl)(Cl)Cl>O1CCCC1.CCCCC.CCOCC>[Cl:23][C:8]1[CH:7]=[CH:6][N:5]=[C:4]([O:3][CH2:1][CH3:2])[C:9]=1[NH:10][C:11](=[O:17])[O:12][C:13]([CH3:16])([CH3:15])[CH3:14]. Conditions: temperature -60 celsius. Reactants: ClC(C(Cl)(Cl)Cl)(Cl)Cl (hexachloroethane), C(C)(C)(C)[Li] (t-butyl lithium), C(C)OC1=NC=CC=C1NC(OC(C)(C)C)=O (t-butyl N-(2-ethoxy-3-pyridinyl)carbamate). Run in CCCCC (pentane), O1CCCC1 (tetrahydrofuran), CCOCC (ether).